This data is from the Open Reaction Database (ORD), a public repository of structured organic reaction records. The task is: describe an organic reaction: reactants, conditions, products, and yield Starting materials: Cl (hydrochloric acid), COC(=O)C1C(C2(CCC1)CCCCC2)=O (1-oxo-spiro[5.5]undecane-2-carboxylic acid methyl ester), [BH4-].[Na+] (sodium borohydride). Run in [Cl-].[Na+].O (brine), CO (methanol). Product: COC(=O)[C@H]1[C@@H](C2(CCC1)CCCCC2)O (trans-1-hydroxy-spiro[5.5]undecane-2-carboxylic acid methyl ester). Isolated yield 20.9%. RXN SMILES: [CH3:1][O:2][C:3]([CH:5]1[CH2:10][CH2:9][CH2:8][C:7]2([CH2:15][CH2:14][CH2:13][CH2:12][CH2:11]2)[C:6]1=[O:16])=[O:4].[BH4-].[Na+].Cl>CO.[Cl-].[Na+].O>[CH3:1][O:2][C:3]([C@@H:5]1[CH2:10][CH2:9][CH2:8][C:7]2([CH2:11][CH2:12][CH2:13][CH2:14][CH2:15]2)[C@H:6]1[OH:16])=[O:4] |f:1.2,5.6.7|. Reported procedure: To a solution of 1-oxo-spiro[5.5]undecane-2-carboxylic acid methyl ester (13.02 g) obtained in Step 2 in methanol (300 mL), sodium borohydride (2.2 g) was added in small portions under ice-cooling, followed by stirring the reaction mixture under ice-cooling for 30 minutes. Then, after addition of saturated brine, 2N aqueous hydrochloric acid solution was further added dropwise to the reaction mixture until the evolution of gases ceased, followed by extraction with ethyl acetate twice. The organi... Starting materials: ClCCCOC1=CC=C(C(=O)OC)C=C1 (4-(3-chloropropoxy)benzoic acid, methyl ester), [I-].[Na+] (sodium iodide). Solvent: CC(=O)C (acetone), C(C)OCC (ethyl ether). The product is ICCCOC1=CC=C(C(=O)OC)C=C1 (4-(3-iodopropoxy)benzoic acid, methyl ester). As a reaction SMILES: Cl[CH2:2][CH2:3][CH2:4][O:5][C:6]1[CH:15]=[CH:14][C:9]([C:10]([O:12][CH3:13])=[O:11])=[CH:8][CH:7]=1.[I-:16].[Na+]>CC(C)=O.C(OCC)C>[I:16][CH2:2][CH2:3][CH2:4][O:5][C:6]1[CH:15]=[CH:14][C:9]([C:10]([O:12][CH3:13])=[O:11])=[CH:8][CH:7]=1 |f:1.2|. Procedure: Dissolve 4-(3-chloropropoxy)benzoic acid, methyl ester (6.97g, 30.5mmol) in anhydrous acetone (100mL) and add powdered sodium iodide (16.0g, 107mmol). Heat at reflux under an argon atmosphere for 38 hours. Dilute with ethyl ether (100mL) and filter through Celite® filter aid. Wash the filtrate with water and brine, then dry (MgSO4). Evaporate the solvent in vacuo to give 4-(3-iodopropoxy)benzoic acid, methyl ester as a yellow oil. Reactants: ClC(Cl)(Cl)Cl, O=C(CCC(=O)c1ccccc1)OCc1cccc(Oc2ccccc2)c1, ClP(Cl)(Cl)(Cl)Cl. Product: O=C(CC=C(Cl)c1ccccc1)OCc1cccc(Oc2ccccc2)c1. As a reaction SMILES: [C:34]([Cl:35])([Cl:36])([Cl:37])[Cl:38].[C:7]([c:8]1[cH:9][cH:10][cH:11][cH:12][cH:13]1)(=[O:14])[CH2:15][CH2:16][C:17](=[O:18])[O:19][CH2:20][c:21]1[cH:22][c:23]([O:27][c:28]2[cH:29][cH:30][cH:31][cH:32][cH:33]2)[cH:24][cH:25][cH:26]1.[Cl:1][P:2]([Cl:3])([Cl:4])([Cl:5])[Cl:6]>>[Cl:1][C:7]([c:8]1[cH:9][cH:10][cH:11][cH:12][cH:13]1)=[CH:15][CH2:16][C:17](=[O:18])[O:19][CH2:20][c:21]1[cH:22][c:23]([O:27][c:28]2[cH:29][cH:30][cH:31][cH:32][cH:33]2)[cH:24][cH:25][cH:26]1.